From a dataset of the Open Reaction Database (ORD), a public repository of structured organic reaction records. describe an organic reaction: reactants, conditions, products, and yield The reactants are CC#N, C1CCOC1, COC(=O)c1cccc(OCCN2CCOCC2)c1, O. The product is N#CCc1cccc(OCCN2CCOCC2)c1. As a reaction SMILES: [CH3:1][C:2]#[N:3].[O:24]1[CH2:25][CH2:26][CH2:27][CH2:28]1.[O:4]1[CH2:5][CH2:6][N:7]([CH2:10][CH2:11][O:12][c:13]2[cH:14][c:15]([C:16]([O:17][CH3:18])=[O:19])[cH:20][cH:21][cH:22]2)[CH2:8][CH2:9]1.[OH2:23]>>[C:2](#[N:3])[CH2:16][c:15]1[cH:14][c:13]([O:12][CH2:11][CH2:10][N:7]2[CH2:6][CH2:5][O:4][CH2:9][CH2:8]2)[cH:22][cH:21][cH:20]1. Reactants: C([O-])([O-])=O.[Cs+].[Cs+] (Cesium carbonate), FC1=CC=C(C=C1)C=1OC2=C(C1C(=O)OCC)C=C(C(=C2)[N+](=O)[O-])OS(=O)(=O)C(F)(F)F (ethyl 2-(4-fluorophenyl)-6-nitro-5-(trifluoromethylsulfonyloxy)benzofuran-3-carboxylate), C(C)(C)(C)OC(=O)C=1C=C(C=CC1)B(O)O (3-(tert-butoxycarbonyl)phenylboronic acid), O1CCOCC1 (Dioxane). The reagents and catalysts are C=1C=CC(=CC1)[P](C=2C=CC=CC2)(C=3C=CC=CC3)[Pd]([P](C=4C=CC=CC4)(C=5C=CC=CC5)C=6C=CC=CC6)([P](C=7C=CC=CC7)(C=8C=CC=CC8)C=9C=CC=CC9)[P](C=1C=CC=CC1)(C=1C=CC=CC1)C=1C=CC=CC1 (Pd(Ph3P)4). The solvent is O (water), CCOC(=O)C (EtOAc). Conditions: temperature 90 celsius. Product: C(C)(C)(C)OC(=O)C=1C=C(C=CC1)C=1C(=CC2=C(C(=C(O2)C2=CC=C(C=C2)F)C(=O)OCC)C1)[N+](=O)[O-] (Ethyl 5-(3-(tert-butoxycarbonyl)phenyl)-2-(4-fluorophenyl)-6-nitrobenzofuran-3-carboxylate). Yield: 69.3%. Reaction SMILES: C(=O)([O-])[O-].[Cs+].[Cs+].[F:7][C:8]1[CH:13]=[CH:12][C:11]([C:14]2[O:15][C:16]3[CH:27]=[C:26]([N+:28]([O-:30])=[O:29])[C:25](OS(C(F)(F)F)(=O)=O)=[CH:24][C:17]=3[C:18]=2[C:19]([O:21][CH2:22][CH3:23])=[O:20])=[CH:10][CH:9]=1.[C:39]([O:43][C:44]([C:46]1[CH:47]=[C:48](B(O)O)[CH:49]=[CH:50][CH:51]=1)=[O:45])([CH3:42])([CH3:41])[CH3:40].O1CCOCC1>CCOC(C)=O.C1C=CC([P]([Pd]([P](C2C=CC=CC=2)(C2C=CC=CC=2)C2C=CC=CC=2)([P](C2C=CC=CC=2)(C2C=CC=CC=2)C2C=CC=CC=2)[P](C2C=CC=CC=2)(C2C=CC=CC=2)C2C=CC=CC=2)(C2C=CC=CC=2)C2C=CC=CC=2)=CC=1.O>[C:39]([O:43][C:44]([C:46]1[CH:51]=[C:50]([C:25]2[C:26]([N+:28]([O-:30])=[O:29])=[CH:27][C:16]3[O:15][C:14]([C:11]4[CH:10]=[CH:9][C:8]([F:7])=[CH:13][CH:12]=4)=[C:18]([C:19]([O:21][CH2:22][CH3:23])=[O:20])[C:17]=3[CH:24]=2)[CH:49]=[CH:48][CH:47]=1)=[O:45])([CH3:42])([CH3:40])[CH3:41] |f:0.1.2,^1:70,72,91,110|. Procedure details: Cesium carbonate (1.54 g, 4.71 mmol) was added to Pd(Ph3P)4 (182 mg, 0.157 mmol), ethyl 2-(4-fluorophenyl)-6-nitro-5-(trifluoromethylsulfonyloxy)benzofuran-3-carboxylate (1500 mg, 3.14 mmol), 3-(tert-butoxycarbonyl)phenylboronic acid (768 mg, 3.46 mmol). Dioxane (26 mL) and water (5 mL) was added at rt. The reaction was heated to 90° C. overnight. The reaction was allowed to cool was diluted with EtOAc and washed with sat NaHCO3, and sat NaCl. The organic phase was dried over Na2SO4, filtered an... Starting materials: C(CCC(=O)O)(=O)O (succinic acid), [Ca] (calcium), N (ammonia), [Ca] (calcium). Product: C(CCC(=O)[O-])(=O)[O-].[NH4+].[NH4+] (ammonium succinate). RXN SMILES: [C:1]([OH:8])(=[O:7])[CH2:2][CH2:3][C:4]([OH:6])=[O:5].[NH3:9].[Ca]>>[C:1]([O-:8])(=[O:7])[CH2:2][CH2:3][C:4]([O-:6])=[O:5].[NH4+:9].[NH4+:9] |f:3.4.5|. Reported procedure: 2.24 kg of the slurry solution obtained in the above salt substitution reaction was separated into the filtrate and precipitate by a Nutsche funnel filtration. Finally, 1.82 kg of the solution and 0.42 kg of the precipitates were obtained. The molar ratio of the succinic acid in the solution was 1.92 to ammonia and 0.13 to calcium, respectively. It was found that 91% of calcium was removed as precipitates by the salt substitution reaction, and an ammonium succinate solution was obtained. Calcium... The reactants are CN(C)S(=O)(=O)c1ccc(Br)cc1, Cc1ccccc1, c1ccc(-c2ccccc2P(C2CCCCC2)C2CCCCC2)cc1, [K+], [K+], [K+], Nc1ccc(B(O)O)cc1, CC(=O)[O-], CC(=O)[O-], C1COCCO1, O=P([O-])([O-])[O-], [Pd+2]. Product: CN(C)S(=O)(=O)c1ccc(-c2ccc(N)cc2)cc1. Reaction SMILES: [Br:1][c:2]1[cH:3][cH:4][c:5]([S:8](=[O:9])(=[O:10])[N:11]([CH3:12])[CH3:13])[cH:6][cH:7]1.[CH3:72][c:73]1[cH:74][cH:75][cH:76][cH:77][cH:78]1.[CH:32]1([P:33]([CH:34]2[CH2:35][CH2:36][CH2:37][CH2:38][CH2:39]2)[c:40]2[cH:41][cH:42][cH:43][cH:44][c:45]2-[c:46]2[cH:47][cH:48][cH:49][cH:50][cH:51]2)[CH2:52][CH2:53][CH2:54][CH2:55][CH2:56]1.[K+:29].[K+:30].[K+:31].[NH2:14][c:15]1[cH:16][cH:17][c:18]([B:21]([OH:22])[OH:23])[cH:19][cH:20]1.[O-:58][C:59]([CH3:60])=[O:61].[O-:62][C:63]([CH3:64])=[O:65].[O:66]1[CH2:67][CH2:68][O:69][CH2:70][CH2:71]1.[P:24]([O-:25])([O-:26])([O-:27])=[O:28].[Pd+2:57]>>[c:2]1(-[c:18]2[cH:17][cH:16][c:15]([NH2:14])[cH:20][cH:19]2)[cH:3][cH:4][c:5]([S:8](=[O:9])(=[O:10])[N:11]([CH3:12])[CH3:13])[cH:6][cH:7]1. The reactants are N(C(=N)N)C=1SC=C(N1)CSCCN (2-[[(2-guanidino-4-thiazolyl)methyl]thio]ethaneamine), COC1=CC=C(CN(C2=NC=CC=C2)CCN(CCCCCCN)C)C=C1 (N-[2-[N-(4-methoxybenzyl)-N-(2-pyridyl)amino]ethyl]-N-methyl-1,6-hexanediamine), C1(CCCCC1)N=C=NC1CCCCC1 (dicyclohexylcarbodiimide), C(=S)=S (carbon disulfide). The solvent is C(C)O (ethanol), CCOCC (ether). Reaction conditions: time 12 hour. Product: N(C(=N)N)C=1SC=C(N1)CSCCNC(=S)NCCCCCCN(C)CCN(C1=NC=CC=C1)CC1=CC=C(C=C1)OC (N-[2-[[(2-guanidino-4-thiazolyl)methyl]thio]ethyl]-N'-[6-[N-[2-[N-(4-methoxybenzyl)-N-(2-pyridyl)amino]ethyl]-N-methylamino]hexyl]thiourea). Reaction SMILES: [CH3:1][O:2][C:3]1[CH:27]=[CH:26][C:6]([CH2:7][N:8]([CH2:15][CH2:16][N:17]([CH3:25])[CH2:18][CH2:19][CH2:20][CH2:21][CH2:22][CH2:23][NH2:24])[C:9]2[CH:14]=[CH:13][CH:12]=[CH:11][N:10]=2)=[CH:5][CH:4]=1.C1(N=C=NC2CCCCC2)CCCCC1.[NH:43]([C:47]1[S:48][CH:49]=[C:50]([CH2:52][S:53][CH2:54][CH2:55][NH2:56])[N:51]=1)[C:44]([NH2:46])=[NH:45].[C:57](=S)=[S:58]>CCOCC.C(O)C>[NH:43]([C:47]1[S:48][CH:49]=[C:50]([CH2:52][S:53][CH2:54][CH2:55][NH:56][C:57]([NH:24][CH2:23][CH2:22][CH2:21][CH2:20][CH2:19][CH2:18][N:17]([CH2:16][CH2:15][N:8]([CH2:7][C:6]2[CH:26]=[CH:27][C:3]([O:2][CH3:1])=[CH:4][CH:5]=2)[C:9]2[CH:14]=[CH:13][CH:12]=[CH:11][N:10]=2)[CH3:25])=[S:58])[N:51]=1)[C:44]([NH2:46])=[NH:45]. Procedure details: 0.48 g (1.3 mmol) of N-[2-[N-(4-methoxybenzyl)-N-(2-pyridyl)amino]ethyl]-N-methyl-1,6-hexanediamine and 0.27 g (1.3 mmol) of dicyclohexylcarbodiimide are dissolved at -10° C. in absolute ether with 0.5 ml of carbon disulfide, the temperature is increased in the course of 3 hours to 20° C. and the batch is stirred for a further 12 hours. The solid that precipitates is filtered off and the filtrate is concentrated in vacuo. 0.30 g (1.3 mmol) of 2-[[(2-guanidino-4-thiazolyl)methyl]thio]ethaneamine ... Reactants: compound 5, 2,2-dimethyl-5-acyloxy-10-propyl-2H,8H-benzo[1,2-b:3,4-b′]dipyran-8-one, CC1(C=CC2=C(O1)C1=C(OC(C=C1CCC)=O)C=C2O)C (2,2-dimethyl-5-hydroxy-10-propyl-2H,8H-benzo[1,2-b:3,4-b′]dipyran-8-one), CCCC1=CC(=O)OC2=C1C3=C(C=CC(O3)(C)C)C4=C2C(C(C(O4)C)C)O (calanolide). Product: CC1(C=CC2=C(O1)C1=C(OC(C=C1CCC)=O)C(=C2O)C(CC)=O)C (2,2-dimethyl-5-hydroxy-6-propionyl-10-propyl-2H,8H-benzo[1,2-b:3,4-b′]dipyran-8-one). Reaction SMILES: CC1(C)OC2C3C(CCC)=CC(=O)OC=3C=C(O)C=2C=C1.[CH3:22][CH2:23][CH2:24][C:25]1[C:31]2[C:32]3[O:37][C:36]([CH3:39])([CH3:38])[CH:35]=[CH:34][C:33]=3[C:40]3[O:45][CH:44](C)[CH:43](C)[CH:42]([OH:48])[C:41]=3[C:30]=2[O:29][C:27](=[O:28])[CH:26]=1>>[CH3:39][C:36]1([CH3:38])[O:37][C:32]2[C:31]3[C:25]([CH2:24][CH2:23][CH3:22])=[CH:26][C:27](=[O:28])[O:29][C:30]=3[C:41]([C:42](=[O:48])[CH2:43][CH3:44])=[C:40]([OH:45])[C:33]=2[CH:34]=[CH:35]1. Reported procedure: The present invention relates to methods for preparing 2,2-dimethyl-5-acyloxy-10-propyl-2H,8H-benzo[1,2-b:3,4-b′]dipyran-8-one (5) and 2,2-dimethyl-5-hydroxy-10-propyl-2H,8H-benzo[1,2-b:3,4-b′]dipyran-8-one (6) and their use as intermediates for the synthesis of antiviral calanolide compounds. For example, Fries rearrangement on compound 5 or Friedel-Crafts reaction on 6, yields intermediate 2,2-dimethyl-5-hydroxy-6-propionyl-10-propyl-2H,8H-benzo[1,2-b:3,4-b′]dipyran-8-one (4), which, in turn, ...